This data is from the Open Reaction Database (ORD), a public repository of structured organic reaction records. The task is: describe an organic reaction: reactants, conditions, products, and yield Starting materials: FC(C(=O)[O-])(F)F.FC1=C(C(=O)N2CC[NH2+]CCC2)C=C(C=C1)CC1=CNC(C=2N1C=C(C2)C)=O (4-{2-Fluoro-5-[(7-methyl-1-oxo-1,2-dihydropyrrolo[1,2-a]pyrazin-4-yl)methyl]benzoyl}-1,4-diazepan-1-ium trifluoroacetate), FC1=C(C(=O)O)C=C(C=C1)CC1=CNC(C=2N1C=C(C2)C)=O (2-fluoro-5-[(7-methyl-1-oxo-1,2-dihydropyrrolo[1,2-a]pyrazin-4-yl)methyl]benzoic acid), ClN1C(CCC1=O)=O (N-chlorosuccinimide). Run in C1CCOC1 (THF). Yields the product ClC1=C(C=C2N1C(=CNC2=O)CC=2C=CC(=C(C(=O)O)C2)F)C (5-[(6-Chloro-7-methyl-1-oxo-1,2-dihydropyrrolo[1,2-a]pyrazin-4-yl)methyl]-2-fluorobenzoic acid). RXN SMILES: FC(F)(F)C([O-])=O.FC1C=CC(CC2N3C=C(C)C=C3C(=O)NC=2)=CC=1C(N1CCC[NH2+]CC1)=O.[F:36][C:37]1[CH:45]=[CH:44][C:43]([CH2:46][C:47]2[N:52]3[CH:53]=[C:54]([CH3:56])[CH:55]=[C:51]3[C:50](=[O:57])[NH:49][CH:48]=2)=[CH:42][C:38]=1[C:39]([OH:41])=[O:40].[Cl:58]N1C(=O)CCC1=O>C1COCC1>[Cl:58][C:53]1[N:52]2[C:47]([CH2:46][C:43]3[CH:44]=[CH:45][C:37]([F:36])=[C:38]([CH:42]=3)[C:39]([OH:41])=[O:40])=[CH:48][NH:49][C:50](=[O:57])[C:51]2=[CH:55][C:54]=1[CH3:56] |f:0.1|. Procedure: A mixture of Example 4, D6 (1 eq) and N-chlorosuccinimide (2 eq) in THF was stirred at RT. The solvent was removed under reduced pressure and the resulting crude was used as such in the next step without purification. MS (ES) C16H12ClFN2O3 requires: 334, found: 335 (M+H)+. Reactants: C1(CCCCCO1)=O (ε-Caprolactone), C1C(=O)OCC(=O)O1 (glycolide), C(CO)(=O)O (glycolic acid), CCCCC(CC)C(=O)[O-].CCCCC(CC)C(=O)[O-].[Sn+2] (stannous octoate). Run at temperature 180 celsius. Yields the product C1(CCCCCO1)=O.C1C(=O)OCC(=O)O1 (caprolactone glycolide). Reaction SMILES: [C:1]1(=[O:8])[O:7][CH2:6][CH2:5][CH2:4][CH2:3][CH2:2]1.[CH2:9]1[O:16][C:14](=[O:15])[CH2:13][O:12][C:10]1=[O:11].C(O)(=O)CO.CCCCC(C([O-])=O)CC.CCCCC(C([O-])=O)CC.[Sn+2]>>[C:1]1(=[O:8])[O:7][CH2:6][CH2:5][CH2:4][CH2:3][CH2:2]1.[CH2:9]1[O:16][C:14](=[O:15])[CH2:13][O:12][C:10]1=[O:11] |f:3.4.5,6.7|. Procedure: ε-Caprolactone (57.1 g, 0.5 mole), glycolide (1.1 g, 9.5 mole), glycolic acid (7.6 g, 0.1 mole) and stannous octoate (0.5 ml of 0.1M solution in toluene, 20 mg, 5×10-5 mole) were added to a glass reactor. The reactor was purged with dry nitrogen gas. The reactor was heated in an oil bath at 180° C. under nitrogen for 12 hours, while the contents were magnetically stirred. The final composition was determined by 1H NMR is shown to be essentially the same as the theoretical. The Tm is -62° C., and... Reactants: C(C)O (ethanol), Cl.Cl.NCCSCC=1N=CNC1C (4-[(2-aminoethyl)thiomethyl]-5-methylimidazole dihydrochloride), [H-].[Na+] (sodium hydride), C(=O)(OCC)NC=1SC=C(N1)C (2-carbethoxyamino-4-methylthiazole), resultant mixture. Run in N1=CC=CC=C1 (pyridine). Reaction conditions: time 90 minute. The product is CC1=C(N=CN1)CSCCNC(=O)NC=1SC=C(N1)C (N-[2-[(5-methyl-1H-imidazol-4-yl)methylthio]ethyl]-N'-(4-methyl-2-thiazolyl)urea). Isolated yield 55.0%. RXN SMILES: Cl.Cl.[NH2:3][CH2:4][CH2:5][S:6][CH2:7][C:8]1[N:9]=[CH:10][NH:11][C:12]=1[CH3:13].[H-].[Na+].[C:16]([NH:21][C:22]1[S:23][CH:24]=[C:25]([CH3:27])[N:26]=1)(OCC)=[O:17].C(O)C>N1C=CC=CC=1>[CH3:13][C:12]1[NH:11][CH:10]=[N:9][C:8]=1[CH2:7][S:6][CH2:5][CH2:4][NH:3][C:16]([NH:21][C:22]1[S:23][CH:24]=[C:25]([CH3:27])[N:26]=1)=[O:17] |f:0.1.2,3.4|. Reported procedure: To 3.40 g (13.9 mmole) of 4-[(2-aminoethyl)thiomethyl]-5-methylimidazole dihydrochloride stirred under flowing nitrogen in 100 ml of dry pyridine is added 1.27 g (ca. 27.9 mmole) of a 50 percent dispersion in oil of sodium hydride. After approximately 90 min. 24.3 g (13.1 mmole) of 2-carbethoxyamino-4-methylthiazole is added, and the resultant mixture is heated at reflux for 1 day. After cooling to room temperature, the mixture is filtered to remove insolubles, and the filtrate is concentrated a... Reactants: Cl (hydrochloric acid), C(C)(C)(C)OC(=O)N1CCC(CC1)COC1=C(C=CC(=C1)F)NC(CC=1NC(C=C(N1)N1CCOCC1)=O)=O (4-{5-fluoro-2-[2-(4-morpholin-4-yl-6-oxo-1,6-dihydropyrimidin-2-yl)acetylamino]phenoxymethyl}piperidine-1-carboxylic acid tert-butyl ester). The solvent is O1CCOCC1 (dioxane), C(C)O (ethanol). Conditions: time 20 hour. The product is FC1=CC(=C(C=C1)NC(CC=1NC(C=C(N1)N1CCOCC1)=O)=O)OCC1CCNCC1 (N-[4-fluoro-2-(piperidin-4-ylmethoxy)phenyl]-2-[4-(morpholin-4-yl)-6-oxo-1,6-dihydropyrimidin-2-yl]acetamide). The yield is 35.7%. RXN SMILES: Cl.C(OC([N:9]1[CH2:14][CH2:13][CH:12]([CH2:15][O:16][C:17]2[CH:22]=[C:21]([F:23])[CH:20]=[CH:19][C:18]=2[NH:24][C:25](=[O:40])[CH2:26][C:27]2[NH:28][C:29](=[O:39])[CH:30]=[C:31]([N:33]3[CH2:38][CH2:37][O:36][CH2:35][CH2:34]3)[N:32]=2)[CH2:11][CH2:10]1)=O)(C)(C)C>O1CCOCC1.C(O)C>[F:23][C:21]1[CH:20]=[CH:19][C:18]([NH:24][C:25](=[O:40])[CH2:26][C:27]2[NH:28][C:29](=[O:39])[CH:30]=[C:31]([N:33]3[CH2:34][CH2:35][O:36][CH2:37][CH2:38]3)[N:32]=2)=[C:17]([O:16][CH2:15][CH:12]2[CH2:13][CH2:14][NH:9][CH2:10][CH2:11]2)[CH:22]=1. Procedure details: 1.5 ml of 4M hydrochloric acid in dioxane are added to a solution of 223 mg of 4-{5-fluoro-2-[2-(4-morpholin-4-yl-6-oxo-1,6-dihydropyrimidin-2-yl)acetylamino]phenoxymethyl}piperidine-1-carboxylic acid tert-butyl ester in 6 ml of ethanol. After stirring at ambient temperature for 20 h, the reaction medium is concentrated under reduced pressure, taken up with a solution of aqueous ammonia in methanol, and then again concentrated to dryness. After purification by silica column chromatography, eluen... Reactants: C(C)OC(CCCOC=1C=C2C(=C(N(C2=CC1)CC1=CC=CC=C1)CC)CC(=O)N)=O (4-[[3-(2-amino-2-oxoethyl)-2-ethyl-1-(phenylmethyl)-1-H-indol-5-yl]oxy]butanoic acid ethyl ester), [OH-].[Na+] (NaOH). Run in CCO (EtOH), O (water). Conditions: time 1.5 hour. Yields the product NC(CC1=C(N(C2=CC=C(C=C12)OCCCC(=O)O)CC1=CC=CC=C1)CC)=O (4-[[3-(2-amino-2-oxoethyl)-2-ethyl-1-(phenylmethyl)-1-H-indol-5-yl]oxy]butanoic acid). The yield is 61.0%. Reaction SMILES: C([O:3][C:4](=[O:31])[CH2:5][CH2:6][CH2:7][O:8][C:9]1[CH:10]=[C:11]2[C:15](=[CH:16][CH:17]=1)[N:14]([CH2:18][C:19]1[CH:24]=[CH:23][CH:22]=[CH:21][CH:20]=1)[C:13]([CH2:25][CH3:26])=[C:12]2[CH2:27][C:28]([NH2:30])=[O:29])C.[OH-].[Na+]>CCO.O>[NH2:30][C:28](=[O:29])[CH2:27][C:12]1[C:11]2[C:15](=[CH:16][CH:17]=[C:9]([O:8][CH2:7][CH2:6][CH2:5][C:4]([OH:31])=[O:3])[CH:10]=2)[N:14]([CH2:18][C:19]2[CH:20]=[CH:21][CH:22]=[CH:23][CH:24]=2)[C:13]=1[CH2:25][CH3:26] |f:1.2|. Reported procedure: A mixture of 200 mg (0.5 mmol) of [4-[[3-(2-amino-2-oxoethyl)-2-ethyl-1-(phenylmethyl)-1-H-indol-5-yl]oxy]butanoic acid ethyl ester and 4 mL of 1N NaOH in 10 mL of EtOH was stirred for 1.5 hours, diluted with water and extracted with EtOAc. The aqueous layer was made acidic to pH 5 with 1N HCl, extracted with EtOAc, the EtOAc solution washed with brine and dried (MgSO4). The solvent was evaporated at reduced pressure, the residue stirred with ether/MeOH and the insoluble material filtered to giv... Reactants: C(C(C)C)NCC=1SC(=CC1)C1=CC(=CC=C1)S(=O)(=O)C (isobutyl-[5-(3-methanesulfonyl-phenyl)-thiophen-2-ylmethyl]-amine), C(C)S(=O)(=O)Cl (ethanesulfonyl chloride), C(C)(C)N(C(C)C)CC (N,N-diisopropyl ethyl amine). Run in ClCCl (dichloromethane). The product is C(C(C)C)N(S(=O)(=O)CC)CC=1SC(=CC1)C1=CC(=CC=C1)S(=O)(=O)C (ethanesulfonic acid isobutyl-[5-(3-methanesulfonyl-phenyl)-thiophen-2-ylmethyl]-amide). Reaction SMILES: [CH2:1]([NH:5][CH2:6][C:7]1[S:8][C:9]([C:12]2[CH:17]=[CH:16][CH:15]=[C:14]([S:18]([CH3:21])(=[O:20])=[O:19])[CH:13]=2)=[CH:10][CH:11]=1)[CH:2]([CH3:4])[CH3:3].[CH2:22]([S:24](Cl)(=[O:26])=[O:25])[CH3:23].C(N(CC)C(C)C)(C)C>ClCCl>[CH2:1]([N:5]([CH2:6][C:7]1[S:8][C:9]([C:12]2[CH:17]=[CH:16][CH:15]=[C:14]([S:18]([CH3:21])(=[O:20])=[O:19])[CH:13]=2)=[CH:10][CH:11]=1)[S:24]([CH2:22][CH3:23])(=[O:26])=[O:25])[CH:2]([CH3:4])[CH3:3]. Reported procedure: In analogy to example 13, step 2, isobutyl-[5-(3-methanesulfonyl-phenyl)-thiophen-2-ylmethyl]-amine (example 15, step 2) was reacted with ethanesulfonyl chloride and N,N-diisopropyl ethyl amine in dichloromethane to give ethanesulfonic acid isobutyl-[5-(3-methanesulfonyl-phenyl)-thiophen-2-ylmethyl]-amide as a light yellow oil. MS: 433.4 ([M+NH4]+) Reported procedure: A suspension of 1-(Dimethyl-phosphinoyl)-4-nitro-benzene (2.04 g, 10.2 mmol) and 10% palladium on carbon (0.411 g) in 103 mL of absolute EtOH containing 1.15 mL (11.4 mmol) of conc. HCl was flushed with H2 and stirred at ambient temperature (H2 balloon) for 2 h. The reaction mixture was filtered through Celite, the Celite washed with EtOH, and the combined filtrates concentrated to provide the crude product. Recrystallization from boiling iPrOH (10 mL) provided, after several crops, 1.17 g of an... As a reaction SMILES: [CH3:1][P:2]([CH3:13])([C:4]1[CH:9]=[CH:8][C:7]([N+:10]([O-])=O)=[CH:6][CH:5]=1)=[O:3].CCO.[ClH:17]>[Pd]>[ClH:17].[CH3:1][P:2]([CH3:13])([C:4]1[CH:9]=[CH:8][C:7]([NH2:10])=[CH:6][CH:5]=1)=[O:3] |f:4.5|. Product: Cl.CP(=O)(C1=CC=C(C=C1)N)C (4-(Dimethyl-phosphinoyl)-phenylamine Hydrochloride). The reagents and catalysts are [Pd] (palladium on carbon). Reactants: CP(=O)(C1=CC=C(C=C1)[N+](=O)[O-])C (1-(Dimethyl-phosphinoyl)-4-nitro-benzene), CCO (EtOH), Cl (HCl). Conditions: time 2 hour.